From a dataset of the Open Reaction Database (ORD), a public repository of structured organic reaction records. describe an organic reaction: reactants, conditions, products, and yield Reactants: C1(=CC=CC=C1)NC(=O)C1=NC=CC=C1CCC1=CC(=CC=C1)Cl (N-phenyl-3-[2-(3-chlorophenyl)ethyl]-2-pyridine carboxamide), P(=O)(Cl)(Cl)Cl (phosphorus oxychloride), O (Water). The solvent is ClC1=CC=CC=C1 (chlorobenzene), ClC1=CC=CC=C1 (chlorobenzene). Run at time 0.5 hour. Yields the product ClC=1C=CC2=C(CCC=3C(=NC=CC3)C2=O)C1 (8-Chloro-5,6-dihydro-11H-benzo[5,6]cyclohepta[1,2-b]pyrid-11-one). Reaction SMILES: P(Cl)(Cl)(Cl)=O.C1(N[C:13]([C:15]2[C:20]([CH2:21][CH2:22][C:23]3[CH:28]=[CH:27][CH:26]=[C:25]([Cl:29])[CH:24]=3)=[CH:19][CH:18]=[CH:17][N:16]=2)=[O:14])C=CC=CC=1.O>ClC1C=CC=CC=1>[Cl:29][C:25]1[CH:26]=[CH:27][C:28]2[C:13](=[O:14])[C:15]3=[N:16][CH:17]=[CH:18][CH:19]=[C:20]3[CH2:21][CH2:22][C:23]=2[CH:24]=1. Procedure: A mixture of trifluroromethanesulfonic acid (63.2 ml; 0.71 mol) and phosphorus oxychloride (66.4 ml; 0.71 mol) in chlorobenzene (400 ml) was stirred for ½ hour at room temperature. A solution of N-phenyl-3-[2-(3-chlorophenyl)ethyl]-2-pyridine carboxamide 4 (120 g; 0.36 mol) in chlorobenzene (240 ml) was added. The mixture was heated at 110° C. for 18 hours followed by cooling to 50° C. Water (400 ml) was added and the biphasic mixture heated to 80° C. for ½ hour. The mixture was cooled to room t...